From a dataset of the Open Reaction Database (ORD), a public repository of structured organic reaction records. describe an organic reaction: reactants, conditions, products, and yield The reactants are C(CCC)[Li] (n-Butyllithium), CCCCCC (hexane), BrC1=C(C(=C(C=C1)OCC)F)F (1-bromo-4-ethoxy-2,3-difluorobenzene). The solvent is C1CCOC1 (THF), C1CCOC1 (THF). Run at time 1.5 hour. Product: C(CCC)C1CC(CC1)=O (3-butyl-cyclopentanone). As a reaction SMILES: Br[C:2]1[CH:7]=[CH:6][C:5]([O:8]CC)=[C:4](F)[C:3]=1F.[CH2:13]([Li])[CH2:14][CH2:15]C.CCCCCC>C1COCC1>[CH2:2]([CH:7]1[CH2:3][CH2:4][C:5](=[O:8])[CH2:6]1)[CH2:13][CH2:14][CH3:15]. Reported procedure: THF (40 ml) was added to 1-bromo-4-ethoxy-2,3-difluorobenzene (3.56 g) in a reaction vessel under an atmosphere of nitrogen, and the mixture was cooled to −78° C. n-Butyllithium (1.65 M, in a hexane solution) (9.1 ml) was added dropwise at a temperature of −70° C. or lower. The stirring was continued at −78° C. for another 1.5 hour and 3-butyl-cyclopentanone (2.1 g) obtained in the first step, in a THF (20 ml) solution was added dropwise at a temperature of −70° C. or lower. After the mixture ha... The reactants are CO, N#CC1(c2ccc([N+](=O)[O-])cc2)CCN(C(=O)C(F)(F)F)CC1, [Na+], [Na+], O=C([O-])[O-], O. The product is N#CC1(c2ccc([N+](=O)[O-])cc2)CCNCC1. Reaction SMILES: [CH3:31][OH:32].[N+:1](=[O:2])([O-:3])[c:4]1[cH:5][cH:6][c:7]([C:10]2([C:22]#[N:23])[CH2:11][CH2:12][N:13]([C:16](=[O:17])[C:18]([F:19])([F:20])[F:21])[CH2:14][CH2:15]2)[cH:8][cH:9]1.[Na+:24].[Na+:25].[O-:26][C:27](=[O:28])[O-:29].[OH2:30]>>[N+:1](=[O:2])([O-:3])[c:4]1[cH:5][cH:6][c:7]([C:10]2([C:22]#[N:23])[CH2:11][CH2:12][NH:13][CH2:14][CH2:15]2)[cH:8][cH:9]1. The reactants are Cl.FC(C1=C(C(C2=CC=C(C=C2)Cl)OC2CNC2)C=CC=C1)(F)F (3-[2-(trifluoromethyl)-4′-chlorobenzhydryloxy]azetidine hydrochloride), [N-]=C=O (isocyanate), compound ( 10 ). The product is FC(C1=C(C(C2=CC=C(C=C2)Cl)OC2CN(C2)C(=O)NCCCC)C=CC=C1)(F)F (3-[2-(trifluoromethyl)-4′-chlorobenzhydryloxy]-N-(n-butyl)azetidine-1-carboxamide). As a reaction SMILES: Cl.[F:2][C:3]([F:24])([F:23])[C:4]1[CH:22]=[CH:21][CH:20]=[CH:19][C:5]=1[CH:6]([O:14][CH:15]1[CH2:18][NH:17][CH2:16]1)[C:7]1[CH:12]=[CH:11][C:10]([Cl:13])=[CH:9][CH:8]=1.[N-:25]=[C:26]=[O:27]>>[F:24][C:3]([F:2])([F:23])[C:4]1[CH:22]=[CH:21][CH:20]=[CH:19][C:5]=1[CH:6]([O:14][CH:15]1[CH2:18][N:17]([C:26]([NH:25][CH2:3][CH2:4][CH2:5][CH3:6])=[O:27])[CH2:16]1)[C:7]1[CH:12]=[CH:11][C:10]([Cl:13])=[CH:9][CH:8]=1 |f:0.1|. Procedure details: This material was prepared from 3-[2-(trifluoromethyl)-4′-chlorobenzhydryloxy]azetidine hydrochloride (98) and the corresponding isocyanate using the procedure described for compound (10). Starting materials: C(=O)(OCC)C1C(CC(CC1CC(C)SCC)=O)=O (4-Carboethoxy-5-[2-(ethylthio)-propyl]-1,3-cyclohexanedione), [OH-].[Na+] (NaOH). Solvent: CO (methanol). Yields the product C(C)SC(CC1CC(CC(C1)=O)=O)C (5-[2-(Ethylthio)-propyl]-1,3-cyclohexanedione). Yield: 68.0%. RXN SMILES: C([CH:6]1[CH:11]([CH2:12][CH:13]([S:15][CH2:16][CH3:17])[CH3:14])[CH2:10][C:9](=[O:18])[CH2:8][C:7]1=[O:19])(OCC)=O.[OH-].[Na+]>CO>[CH2:16]([S:15][CH:13]([CH3:14])[CH2:12][CH:11]1[CH2:6][C:7](=[O:19])[CH2:8][C:9](=[O:18])[CH2:10]1)[CH3:17] |f:1.2|. Reported procedure: The ester product of Example 1 (0.70 g, 2.4 mmole) was dissolved in 15 ml of methanol and 1 ml of 2N NaOH and heated to reflux for 21/2 hours. The mixture was maintained at room temperature overnight. Methanol was evaporated, and the residue partitioned between about 30 ml of toluene and about 30 ml of aqueous HCl. The toluene extract was dried over sodium sulfate and evaporated to give 0.35 g (66.8%) of product as a yellow solid which was identical with an authentic sample. This target product ... Starting materials: BrCCBr (1,2-dibromoethane), C[Si](C)(C)Cl (Trimethylsilyl chloride), C(C)(C)(C)OC(=O)N1CCC(CC1)C=O (1-(t-butoxycarbonyl)-4-formyl piperidine), BrC(C(=O)OCC)(F)F (ethyl bromodifluoroacetate). Yield: 49.8%. Reaction conditions: time 20 minute. Run in C1CCOC1 (THF), C1CCOC1 (THF). The reagents and catalysts are [Zn] (Zn), [Zn] (Zn). Reported procedure: A suspension of 4.38 g (67.0 mmol) of Zn powder in 40 mL of THF was treated with 0.58 mL (6.7 mmol) of 1,2-dibromoethane. The resulting mixture was heated at reflux for 2 min, then cooled to rt. Trimethylsilyl chloride (0.43 mL 3.4 mmol) was then added, the resulting mixture was stirred at ambient temperature for 20 min, the cooled to −5° C. A solution of 2.88 g (13.4 mmol) of 1-(t-butoxycarbonyl)-4-formyl piperidine and 9.52 g (46.9 mmol) of ethyl bromodifluoroacetate in 10 mL of THF was gradua... Product: hexanes EtOAc, C(C)(C)(C)OC(=O)N1CCC(CC1)C(C(C(=O)OCC)(F)F)O (Ethyl 3-(1-(t-butoxycarbonyl)-piperidin-4-yl)-3-hydroxy-2,2-difluoropropionate). As a reaction SMILES: BrCCBr.C[Si](Cl)(C)C.[C:10]([O:14][C:15]([N:17]1[CH2:22][CH2:21][CH:20]([CH:23]=[O:24])[CH2:19][CH2:18]1)=[O:16])([CH3:13])([CH3:12])[CH3:11].Br[C:26]([F:33])([F:32])[C:27]([O:29][CH2:30][CH3:31])=[O:28]>C1COCC1.[Zn]>[C:10]([O:14][C:15]([N:17]1[CH2:22][CH2:21][CH:20]([CH:23]([OH:24])[C:26]([F:33])([F:32])[C:27]([O:29][CH2:30][CH3:31])=[O:28])[CH2:19][CH2:18]1)=[O:16])([CH3:13])([CH3:12])[CH3:11]. The reactants are [OH-].[Li+] (lithium hydroxide), COC(C1=CC(=NC(=C1)C1OCCCO1)N[C@@H](C)CC)=O ((S)-2-sec-butylamino-6-[1,3]dioxan-2-yl-isonicotinic acid methyl ester), Cl (HCl). The solvent is CO (methanol). Yields the product [C@H](C)(CC)NC=1C=C(C(=O)O)C=C(N1)C1OCCCO1 ((S)-2-sec-Butylamino-6-[1,3]dioxan-2-yl-isonicotinic acid). Reaction SMILES: C[O:2][C:3](=[O:21])[C:4]1[CH:9]=[C:8]([CH:10]2[O:15][CH2:14][CH2:13][CH2:12][O:11]2)[N:7]=[C:6]([NH:16][C@H:17]([CH2:19][CH3:20])[CH3:18])[CH:5]=1.[OH-].[Li+].Cl>CO>[C@@H:17]([NH:16][C:6]1[CH:5]=[C:4]([CH:9]=[C:8]([CH:10]2[O:15][CH2:14][CH2:13][CH2:12][O:11]2)[N:7]=1)[C:3]([OH:21])=[O:2])([CH2:19][CH3:20])[CH3:18] |f:1.2|. Reported procedure: Dissolve (S)-2-sec-butylamino-6-[1,3]dioxan-2-yl-isonicotinic acid methyl ester (100 mg, 0.35 mmol) in methanol (4 mL). Slowly add 1 N lithium hydroxide (0.46 mL) and stir overnight at room temperature. Acidify the mixture to about pH=6 with 5 N HCl and concentrate. Dilute with ethyl acetate (15 mL), wash the organic layer with saturated aqueous sodium chloride, dry (magnesium sulfate) and concentrate to give the title compound. Reactants: C1=CC(=CC=C1N)O (p-aminophenol), C1(\C=C/C(=O)O1)=O (maleic anhydride), O=P12OP3(=O)OP(=O)(O1)OP(=O)(O2)O3 (phosphorus pentoxide), CN(C=O)C (dimethylformamide). The solvent is O (water). Run at temperature 15 celsius, time 2 hour. Product: OC1=CC=C(C=C1)N1C(C=CC1=O)=O (N-(p-hydroxyphenyl) maleimide). The yield is 48.4%. RXN SMILES: [CH:1]1[C:6]([NH2:7])=[CH:5][CH:4]=[C:3]([OH:8])[CH:2]=1.[C:9]1(=O)[O:14][C:12](=[O:13])[CH:11]=[CH:10]1.O=P12OP3(OP(OP(O3)(O1)=O)(=O)O2)=O.CN(C)C=O>O>[OH:8][C:3]1[CH:4]=[CH:5][C:6]([N:7]2[C:12](=[O:13])[CH:11]=[CH:10][C:9]2=[O:14])=[CH:1][CH:2]=1. Procedure: In a reactor, 30.0 g (0.275 moles) of p-aminophenol, 29.7 g (0.303 moles) of maleic anhydride, 39.0 g (0.275 moles) of phosphorus pentoxide and 100 g of dimethylformamide were charged and stirred at 15° C. for 2 hours. The reaction mixture was then gradually heated to 60° C., at which temperature the reaction was further continued for 2.5 hours. After cooling to room temperature, the resulting reaction mixture was admixed with water to precipitate N-(p-hydroxyphenyl) maleimide in the form of cry... Reactants: O (water), C([O-])([O-])=O.[K+].[K+] (potassium carbonate), C1(=CC=CC=C1)B(O)O (phenylboronic acid), FC=1C(N(C=CC1I)CC[C@](C(=O)OCC)(S(=O)(=O)C)C)=O (ethyl (2R)-4-(3-fluoro-4-iodo-2-oxopyridin-1(2H)-yl)-2-methyl-2-(methylsulfonyl)butanoate). Reagents/catalysts: [Pd] (Pd). Run in O1CCOCC1 (1,4-dioxane). Reaction conditions: temperature 80 celsius, time 8 hour. The product is FC=1C(N(C=CC1C1=CC=CC=C1)CC[C@](C(=O)OCC)(S(=O)(=O)C)C)=O (Ethyl (2R)-4-(3-fluoro-2-oxo-4-phenylpyridin-1(2H)-yl)-2-methyl-2-(methylsulfonyl)butanoate). Yield: 51.2%. As a reaction SMILES: C(=O)([O-])[O-].[K+].[K+].[C:7]1(B(O)O)[CH:12]=[CH:11][CH:10]=[CH:9][CH:8]=1.[F:16][C:17]1[C:18](=[O:37])[N:19]([CH2:24][CH2:25][C@@:26]([CH3:36])([S:32]([CH3:35])(=[O:34])=[O:33])[C:27]([O:29][CH2:30][CH3:31])=[O:28])[CH:20]=[CH:21][C:22]=1I.O>O1CCOCC1.[Pd]>[F:16][C:17]1[C:18](=[O:37])[N:19]([CH2:24][CH2:25][C@@:26]([CH3:36])([S:32]([CH3:35])(=[O:33])=[O:34])[C:27]([O:29][CH2:30][CH3:31])=[O:28])[CH:20]=[CH:21][C:22]=1[C:7]1[CH:12]=[CH:11][CH:10]=[CH:9][CH:8]=1 |f:0.1.2|. Procedure details: Pd EnCat™ (172 mg, 0.067 mmol) was added to a mixture of potassium carbonate (298 mg, 2.16 mmol), phenylboronic acid (132 mg, 1.08 mmol), and ethyl (2R)-4-(3-fluoro-4-iodo-2-oxopyridin-1(2H)-yl)-2-methyl-2-(methylsulfonyl)butanoate (288 mg, 0.647 mmol) in 1,4-dioxane:water (10 ml, 4:1) in a 20 ml vial. The vial was sealed and the reaction was heated to 80° C. and allowed to stir overnight at that temperature. The reaction was allowed to cool to RT, filtered and the catalyst was washed with metha...